From a dataset of the Open Reaction Database (ORD), a public repository of structured organic reaction records. describe an organic reaction: reactants, conditions, products, and yield The reactants are C(C)OC1=NN(C=C1CCC(=O)OCC)CCC1=CC=C(C=C1)OCC=1N=C(OC1C)C1=CC=CC=C1 (ethyl 3-[3-ethoxy-1-[2-[4-(5-methyl-2-phenyl-4-oxazolylmethoxy)phenyl]ethyl]-1H-pyrazol-4-yl]propionate), [OH-].[Na+] (sodium hydroxide), O1CCCC1 (tetrahydrofuran), C(C)O (ethanol). The solvent is Cl (hydrochloric acid). Conditions: time 2 hour. Yields the product C(C)OC1=NN(C=C1CCC(=O)O)CCC1=CC=C(C=C1)OCC=1N=C(OC1C)C1=CC=CC=C1 (3-[3-ethoxy-1-[2-[4-(5-methyl-2-phenyl-4-oxazolylmethoxy)phenyl]ethyl]-1H-pyrazol-4-yl]propionic acid). The yield is 86.3%. Reaction SMILES: [CH2:1]([O:3][C:4]1[C:8]([CH2:9][CH2:10][C:11]([O:13]CC)=[O:12])=[CH:7][N:6]([CH2:16][CH2:17][C:18]2[CH:23]=[CH:22][C:21]([O:24][CH2:25][C:26]3[N:27]=[C:28]([C:32]4[CH:37]=[CH:36][CH:35]=[CH:34][CH:33]=4)[O:29][C:30]=3[CH3:31])=[CH:20][CH:19]=2)[N:5]=1)[CH3:2].[OH-].[Na+].O1CCCC1.C(O)C>Cl>[CH2:1]([O:3][C:4]1[C:8]([CH2:9][CH2:10][C:11]([OH:13])=[O:12])=[CH:7][N:6]([CH2:16][CH2:17][C:18]2[CH:23]=[CH:22][C:21]([O:24][CH2:25][C:26]3[N:27]=[C:28]([C:32]4[CH:37]=[CH:36][CH:35]=[CH:34][CH:33]=4)[O:29][C:30]=3[CH3:31])=[CH:20][CH:19]=2)[N:5]=1)[CH3:2] |f:1.2|. Procedure details: A mixture of ethyl 3-[3-ethoxy-1-[2-[4-(5-methyl-2-phenyl-4-oxazolylmethoxy)phenyl]ethyl]-1H-pyrazol-4-yl]propionate (1.08 g), 1 N aqueous sodium hydroxide solution (4.2 ml), tetrahydrofuran (3 ml), and ethanol (3 ml) was stirred at room temperature for two hours, diluted with 1 N hydrochloric acid (5 ml), and extracted with ethyl acetate. The ethyl acetate layer was washed with saturated aqueous sodium chloride solution, dried (MgSO4), and concentrated. The obtained crystals were collected by f... The reactants are O=C1OCc2nc(N3CCN(Cc4ccccc4)CC3)ncc21, CCO, [H][H]. As a reaction SMILES: [CH2:1]([c:2]1[cH:3][cH:4][cH:5][cH:6][cH:7]1)[N:8]1[CH2:9][CH2:10][N:11]([c:14]2[n:15][cH:16][c:17]3[c:18]([n:19]2)[CH2:20][O:21][C:22]3=[O:23])[CH2:12][CH2:13]1.[CH3:26][CH2:27][OH:28].[H:24][H:25]>>[NH:8]1[CH2:9][CH2:10][N:11]([c:14]2[n:15][cH:16][c:17]3[c:18]([n:19]2)[CH2:20][O:21][C:22]3=[O:23])[CH2:12][CH2:13]1. Yields the product O=C1OCc2nc(N3CCNCC3)ncc21. The reactants are CCO, CC(N)C(=O)N1CC(c2ccccc2)CC1C(=O)O, CC(N)C(=O)N1CC(Cc2ccccc2)CC1C(=O)O, CCOC(=O)C(=O)CCc1ccccc1, O=C(O)C1CC(c2ccccc2)CN1. Product: CCOC(=O)C(CCc1ccccc1)NC(C)C(=O)N1CC(c2ccccc2)CC1C(=O)O. Reaction SMILES: [CH3:69][CH2:70][OH:71].[NH2:1][CH:2]([CH3:3])[C:4](=[O:5])[N:6]1[CH:7]([C:8](=[O:9])[OH:10])[CH2:11][CH:12]([c:14]2[cH:15][cH:16][cH:17][cH:18][cH:19]2)[CH2:13]1.[NH2:34][CH:35]([C:36]([N:37]1[CH2:38][CH:39]([CH2:40][c:41]2[cH:42][cH:43][cH:44][cH:45][cH:46]2)[CH2:47][CH:48]1[C:49]([OH:50])=[O:51])=[O:52])[CH3:53].[O:54]=[C:55]([C:56](=[O:57])[O:58][CH2:59][CH3:60])[CH2:61][CH2:62][c:63]1[cH:64][cH:65][cH:66][cH:67][cH:68]1.[c:20]1([CH:21]2[CH2:22][NH:23][CH:24]([C:25]([OH:26])=[O:27])[CH2:28]2)[cH:29][cH:30][cH:31][cH:32][cH:33]1>>[NH:1]([CH:2]([CH3:3])[C:4](=[O:5])[N:6]1[CH:7]([C:8](=[O:9])[OH:10])[CH2:11][CH:12]([c:14]2[cH:15][cH:16][cH:17][cH:18][cH:19]2)[CH2:13]1)[CH:55]([C:56](=[O:57])[O:58][CH2:59][CH3:60])[CH2:61][CH2:62][c:63]1[cH:64][cH:65][cH:66][cH:67][cH:68]1.